This data is from the Open Reaction Database (ORD), a public repository of structured organic reaction records. The task is: describe an organic reaction: reactants, conditions, products, and yield The reactants are CCN=C=NCCCN(C)C, CC#N, Cl, NC(Cc1cccc(S(=O)(=O)C(F)(F)F)c1)C(O)c1ccc(F)cc1, O, O=C(O)c1cccc2c1C=CCCC2. Product: O=C(NC(Cc1cccc(S(=O)(=O)C(F)(F)F)c1)C(O)c1ccc(F)cc1)c1cccc2c1C=CCCC2. RXN SMILES: [CH2:41]([N:42]=[C:43]=[N:44][CH2:45][CH2:46][CH2:47][N:48]([CH3:49])[CH3:50])[CH3:51].[CH3:52][C:53]#[N:54].[ClH:40].[NH2:1][CH:2]([CH:3]([OH:4])[c:5]1[cH:6][cH:7][c:8]([F:11])[cH:9][cH:10]1)[CH2:12][c:13]1[cH:14][c:15]([S:19](=[O:20])(=[O:21])[C:22]([F:23])([F:24])[F:25])[cH:16][cH:17][cH:18]1.[OH2:55].[c:26]1([C:37](=[O:38])[OH:39])[cH:27][cH:28][cH:29][c:30]2[c:31]1[CH:32]=[CH:33][CH2:34][CH2:35][CH2:36]2>>[NH:1]([CH:2]([CH:3]([OH:4])[c:5]1[cH:6][cH:7][c:8]([F:11])[cH:9][cH:10]1)[CH2:12][c:13]1[cH:14][c:15]([S:19](=[O:20])(=[O:21])[C:22]([F:23])([F:24])[F:25])[cH:16][cH:17][cH:18]1)[C:37]([c:26]1[cH:27][cH:28][cH:29][c:30]2[c:31]1[CH:32]=[CH:33][CH2:34][CH2:35][CH2:36]2)=[O:38]. Starting materials: CO, CCOCC, CCOC(=O)C(CC)N1C(=O)C(CC(=O)O)CC(c2cccc(Cl)c2)C1c1ccc(Cl)cc1. The product is CCC(CO)N1C(=O)C(CC(=O)O)CC(c2cccc(Cl)c2)C1c1ccc(Cl)cc1. As a reaction SMILES: [CH3:34][OH:35].[CH3:36][CH2:37][O:38][CH2:39][CH3:40].[Cl:1][c:2]1[cH:3][c:4]([CH:8]2[CH2:9][CH:10]([CH2:30][C:31](=[O:32])[OH:33])[C:11](=[O:29])[N:12]([CH:21]([C:22](=[O:23])[O:24][CH2:25][CH3:26])[CH2:27][CH3:28])[CH:13]2[c:14]2[cH:15][cH:16][c:17]([Cl:20])[cH:18][cH:19]2)[cH:5][cH:6][cH:7]1>>[Cl:1][c:2]1[cH:3][c:4]([CH:8]2[CH2:9][CH:10]([CH2:30][C:31](=[O:32])[OH:33])[C:11](=[O:29])[N:12]([CH:21]([CH2:22][OH:23])[CH2:27][CH3:28])[CH:13]2[c:14]2[cH:15][cH:16][c:17]([Cl:20])[cH:18][cH:19]2)[cH:5][cH:6][cH:7]1. Starting materials: BrC1=CC(=CC2=C1N=C(S2)S)C (4-bromo-2-mercapto-6-methylbenzothiazole), [H-].[Na+] (sodium hydride), n-bromobutane. The solvent is O1CCCC1 (tetrahydrofuran). Yields the product BrC1=CC(=CC2=C1N=C(S2)SCCCC)C (4-bromo-2-n-butylmercapto-6-methylbenzothiazole). The yield is 66.0%. Reaction SMILES: [Br:1][C:2]1[C:7]2[N:8]=[C:9]([SH:11])[S:10][C:6]=2[CH:5]=[C:4]([CH3:12])[CH:3]=1.[H-].[Na+]>O1CCCC1>[Br:1][C:2]1[C:7]2[N:8]=[C:9]([S:11][CH2:7][CH2:2][CH2:3][CH3:4])[S:10][C:6]=2[CH:5]=[C:4]([CH3:12])[CH:3]=1 |f:1.2|. Reported procedure: To 10 ml of tetrahydrofuran solution containing 0.52 g of 4-bromo-2-mercapto-6-methylbenzothiazole was added 50 mg of sodium hydride at 0° C. After adding 0.28 g of n-bromobutane, the whole mixture was refluxed for 2 hours, distilled under reduced pressure to remove tetrahydrofuran and then extracted with ethyl acetate by adding water and ethyl acetate. The ethyl acetate layer was dried with anhydrous sodium sulfate and evaporated under reduced pressure to obtain the title compound in a yellow l... Starting materials: ClC=1N=C(C2=C(N1)C=C(S2)C=2C=C(C=CC2)NC(=O)CNC(OC(C)(C)C)=O)N2CCOCC2 (tert-butyl (3-(2-chloro-4-morpholinothieno[3,2-d]pyrimidin-6-yl)phenylcarbamoyl)methylcarbamate), CC1(OB(OC1(C)C)C1=C2C=NNC2=CC=C1)C (4-(4,4,5,5-tetramethyl-[1,3,2]dioxaborolan-2-yl)-1H-indazole). Product: C(C)(C)(C)OC(NCC(NC1=CC(=CC=C1)C1=CC=2N=C(N=C(C2S1)N1CCOCC1)C1=C2C=NNC2=CC=C1)=O)=O (tert-butyl(3-(2-(1H-indazol-4-yl)-4-morpholinothieno[3,2-d]pyrimidin-6-yl)phenylcarbamoyl)methylcarbamate). Reaction SMILES: Cl[C:2]1[N:3]=[C:4]([N:29]2[CH2:34][CH2:33][O:32][CH2:31][CH2:30]2)[C:5]2[S:10][C:9]([C:11]3[CH:12]=[C:13]([NH:17][C:18]([CH2:20][NH:21][C:22](=[O:28])[O:23][C:24]([CH3:27])([CH3:26])[CH3:25])=[O:19])[CH:14]=[CH:15][CH:16]=3)=[CH:8][C:6]=2[N:7]=1.CC1(C)C(C)(C)OB([C:43]2[CH:51]=[CH:50][CH:49]=[C:48]3[C:44]=2[CH:45]=[N:46][NH:47]3)O1>>[C:24]([O:23][C:22](=[O:28])[NH:21][CH2:20][C:18](=[O:19])[NH:17][C:13]1[CH:14]=[CH:15][CH:16]=[C:11]([C:9]2[S:10][C:5]3[C:4]([N:29]4[CH2:34][CH2:33][O:32][CH2:31][CH2:30]4)=[N:3][C:2]([C:43]4[CH:51]=[CH:50][CH:49]=[C:48]5[C:44]=4[CH:45]=[N:46][NH:47]5)=[N:7][C:6]=3[CH:8]=2)[CH:12]=1)([CH3:27])([CH3:26])[CH3:25]. Reported procedure: 3-(2-Chloro-4-morpholinothieno[3,2-d]pyrimidin-6-yl)benzenamine (50 mg) was reacted with Boc-glycine via General Procedure I to give tert-butyl(3-(2-chloro-4-morpholinothieno[3,2-d]pyrimidin-6-yl)phenylcarbamoyl)methylcarbamate. 70 mg of the crude tert-butyl (3-(2-chloro-4-morpholinothieno[3,2-d]pyrimidin-6-yl)phenylcarbamoyl)methylcarbamate was coupled to 4-(4,4,5,5-tetramethyl-1,3,2-dioxaborolan-2-yl)-1H-indazole 7 via General Procedure A to yield tert-butyl(3-(2-(1H-indazol-4-yl)-4-morpholino... The reactants are CC(C)(C)OC(=O)N1CC(=O)OCC1C(OCc1ccccc1)C(Cc1cc(F)cc(F)c1)N(Cc1ccccc1)Cc1ccccc1, C[Si](C)(C)[N-][Si](C)(C)C, CCI, [Li+], C1CCOC1. Yields the product CCC1C(=O)OCC(C(OCc2ccccc2)C(Cc2cc(F)cc(F)c2)N(Cc2ccccc2)Cc2ccccc2)N1C(=O)OC(C)(C)C. Reaction SMILES: [C:11]([CH3:12])([CH3:13])([CH3:14])[O:15][C:16](=[O:17])[N:18]1[CH2:19][C:20](=[O:58])[O:21][CH2:22][CH:23]1[CH:24]([CH:25]([CH2:26][c:27]1[cH:28][c:29]([F:34])[cH:30][c:31]([F:33])[cH:32]1)[N:35]([CH2:36][c:37]1[cH:38][cH:39][cH:40][cH:41][cH:42]1)[CH2:43][c:44]1[cH:45][cH:46][cH:47][cH:48][cH:49]1)[O:50][CH2:51][c:52]1[cH:53][cH:54][cH:55][cH:56][cH:57]1.[CH3:1][Si:2]([CH3:3])([CH3:4])[N-:5][Si:6]([CH3:7])([CH3:8])[CH3:9].[I:59][CH2:60][CH3:61].[Li+:10].[O:62]1[CH2:63][CH2:64][CH2:65][CH2:66]1>>[C:11]([CH3:12])([CH3:13])([CH3:14])[O:15][C:16](=[O:17])[N:18]1[CH:19]([CH2:60][CH3:61])[C:20](=[O:58])[O:21][CH2:22][CH:23]1[CH:24]([CH:25]([CH2:26][c:27]1[cH:28][c:29]([F:34])[cH:30][c:31]([F:33])[cH:32]1)[N:35]([CH2:36][c:37]1[cH:38][cH:39][cH:40][cH:41][cH:42]1)[CH2:43][c:44]1[cH:45][cH:46][cH:47][cH:48][cH:49]1)[O:50][CH2:51][c:52]1[cH:53][cH:54][cH:55][cH:56][cH:57]1. The reactants are CCOC(=O)c1cc(CO)n(Cc2cc(-c3ccc(Cl)s3)on2)n1, C1CCOC1, Cl, [Na+], [OH-], O. The product is O=C(O)c1cc(CO)n(Cc2cc(-c3ccc(Cl)s3)on2)n1. Reaction SMILES: [CH2:1]([CH3:2])[O:3][C:4](=[O:5])[c:6]1[n:7][n:8]([CH2:13][c:14]2[n:15][o:16][c:17](-[c:19]3[s:20][c:21]([Cl:24])[cH:22][cH:23]3)[cH:18]2)[c:9]([CH2:11][OH:12])[cH:10]1.[CH2:28]1[O:29][CH2:30][CH2:31][CH2:32]1.[ClH:27].[Na+:26].[OH-:25].[OH2:33]>>[O:3]=[C:4]([OH:5])[c:6]1[n:7][n:8]([CH2:13][c:14]2[n:15][o:16][c:17](-[c:19]3[s:20][c:21]([Cl:24])[cH:22][cH:23]3)[cH:18]2)[c:9]([CH2:11][OH:12])[cH:10]1.